This data is from the Open Reaction Database (ORD), a public repository of structured organic reaction records. The task is: describe an organic reaction: reactants, conditions, products, and yield Reactants: NC1=NC=CC(=C1)OC=1C(=NC=C(C(=O)OCC)C1C)C (Ethyl 5-(2-aminopyridin-4-yloxy)-4,6-dimethylnicotinate), BrBr (bromine). Run in CC(=O)O (AcOH). Reaction conditions: time 30 minute. Yields the product NC1=NC=C(C(=C1)OC=1C(=NC=C(C(=O)OCC)C1C)C)Br (ethyl 5-(2-amino-5-bromopyridin-4-yloxy)-4,6-dimethylnicotinate). Isolated yield 59.0%. Reaction SMILES: [NH2:1][C:2]1[CH:7]=[C:6]([O:8][C:9]2[C:10]([CH3:21])=[N:11][CH:12]=[C:13]([C:19]=2[CH3:20])[C:14]([O:16][CH2:17][CH3:18])=[O:15])[CH:5]=[CH:4][N:3]=1.[Br:22]Br>CC(O)=O>[NH2:1][C:2]1[CH:7]=[C:6]([O:8][C:9]2[C:10]([CH3:21])=[N:11][CH:12]=[C:13]([C:19]=2[CH3:20])[C:14]([O:16][CH2:17][CH3:18])=[O:15])[C:5]([Br:22])=[CH:4][N:3]=1. Reported procedure: Ethyl 5-(2-aminopyridin-4-yloxy)-4,6-dimethylnicotinate (2.5 g, 8.7 mmol) in AcOH (30 mL) was charged with dropwise addition of bromine (1M in AcOH, 8.7 ml, 8.7 mmol). The solution was stirred at room temperature for 30 minutes. The solution was then concentrated and neutralized with saturated NaHCO3 solution. The material was then extracted with EtOAc and the organic layer was dried, and concentrated. Flash chromatography gave ethyl 5-(2-amino-5-bromopyridin-4-yloxy)-4,6-dimethylnicotinate (1.8... Reactants: COC1=C(C=C(C(=O)O)C=C1)\C=C\C1=CC=C(C=C1)OC(F)(F)F (4-methoxy-3-[(E)-2-(4-trifluoromethoxyphenyl)vinyl]benzoic acid), COCCN (2-methoxyethylamine). The product is COC1=C(C=C(C(=O)NCCOC)C=C1)\C=C\C1=CC=C(C=C1)OC(F)(F)F (4-methoxy-N-(2-methoxyethyl)-3-[(E)-2-(4-trifluoromethoxyphenyl)-vinyl]-benzamide). RXN SMILES: [CH3:1][O:2][C:3]1[CH:11]=[CH:10][C:6]([C:7]([OH:9])=O)=[CH:5][C:4]=1/[CH:12]=[CH:13]/[C:14]1[CH:19]=[CH:18][C:17]([O:20][C:21]([F:24])([F:23])[F:22])=[CH:16][CH:15]=1.[CH3:25][O:26][CH2:27][CH2:28][NH2:29]>>[CH3:1][O:2][C:3]1[CH:11]=[CH:10][C:6]([C:7]([NH:29][CH2:28][CH2:27][O:26][CH3:25])=[O:9])=[CH:5][C:4]=1/[CH:12]=[CH:13]/[C:14]1[CH:15]=[CH:16][C:17]([O:20][C:21]([F:24])([F:23])[F:22])=[CH:18][CH:19]=1. Procedure details: The captioned compound was synthesized from 4-methoxy-3-[(E)-2-(4-trifluoromethoxyphenyl)vinyl]benzoic acid obtained in step B of Example 2-2-1 and 2-methoxyethylamine in accordance with the same procedure as in the methods described in step C of Example 1-2-3. Reaction SMILES: [C:1]([O:5][C:6]([N:8]1[CH2:12][C@@H:11]([C:13]2[CH:18]=[CH:17][CH:16]=[CH:15][N:14]=2)[C@H:10]([NH2:19])[CH2:9]1)=[O:7])([CH3:4])([CH3:3])[CH3:2].Br[C:21]1[C:22](=[O:33])[N:23]([CH2:27][C:28]([O:30][CH2:31][CH3:32])=[O:29])[CH:24]=[CH:25][N:26]=1.CCN(C(C)C)C(C)C>C1(C)C=CC=CC=1.CCOC(C)=O>[C:1]([O:5][C:6]([N:8]1[CH2:12][C@@H:11]([C:13]2[CH:18]=[CH:17][CH:16]=[CH:15][N:14]=2)[C@H:10]([NH:19][C:21]2[C:22](=[O:33])[N:23]([CH2:27][C:28]([O:30][CH2:31][CH3:32])=[O:29])[CH:24]=[CH:25][N:26]=2)[CH2:9]1)=[O:7])([CH3:4])([CH3:2])[CH3:3]. Procedure: A stirred solution of 1-tert-butyloxycarbonyl-trans-3-amino-4-(2-pyridyl)pyrrolidine from step 7 above (2.5 g, 9.5 mmol), 3-bromo-1-ethoxycarbonylmethylpyrazinone (2.5 g, 9.5 mmol), and DIEA (1.9 mL, 11 mmol) in toluene (30 mL) was heated to reflux for 24 h. The mixture was cooled to ambient temperature, diluted with EtOAc, and washed with aqueous NaHCO3. The organic phase was separated, dried over MgSO4, filtered, and concentrated in vacuo. The residue was purified by flash column chromatograph... Yields the product C(C)(C)(C)OC(=O)N1C[C@H]([C@@H](C1)C1=NC=CC=C1)NC=1C(N(C=CN1)CC(=O)OCC)=O (3-(1-tert-Butyloxycarbonyl-trans-4-(2-pyridyl)-pyrrolidin-3-ylamino)-1-ethoxycarbonylmethylpyrazinone). The solvent is C1(=CC=CC=C1)C (toluene), CCOC(=O)C (EtOAc). Starting materials: C(C)(C)(C)OC(=O)N1C[C@H]([C@@H](C1)C1=NC=CC=C1)N (1-tert-Butyloxycarbonyl-trans-3-amino-4-(2-pyridyl)pyrrolidine), BrC=1C(N(C=CN1)CC(=O)OCC)=O (3-bromo-1-ethoxycarbonylmethylpyrazinone), CCN(C(C)C)C(C)C (DIEA). Starting materials: ClC=1C=C2C(N=C(N(C2=CC1)C)NCCCO)C1=CC=CC=C1 (6-chloro-1,4-dihydro-2-(γ-hydroxypropylamino)-1-methyl-4-phenylquinazoline), S(=O)(Cl)Cl (thionyl chloride). Solvent: C(Cl)(Cl)Cl (chloroform). Run at time 8 hour. The product is ClC=1C=C2C(N=C(N(C2=CC1)C)NCCCCl)C1=CC=CC=C1 (6-chloro-1,4-dihydro-2-(γ-chloropropylamino)-1-methyl-4-phenylquinazoline). The yield is 100.4%. As a reaction SMILES: [Cl:1][C:2]1[CH:3]=[C:4]2[C:9](=[CH:10][CH:11]=1)[N:8]([CH3:12])[C:7]([NH:13][CH2:14][CH2:15][CH2:16]O)=[N:6][CH:5]2[C:18]1[CH:23]=[CH:22][CH:21]=[CH:20][CH:19]=1.S(Cl)([Cl:26])=O>C(Cl)(Cl)Cl>[Cl:1][C:2]1[CH:3]=[C:4]2[C:9](=[CH:10][CH:11]=1)[N:8]([CH3:12])[C:7]([NH:13][CH2:14][CH2:15][CH2:16][Cl:26])=[N:6][CH:5]2[C:18]1[CH:23]=[CH:22][CH:21]=[CH:20][CH:19]=1. Procedure: A mixture of 3.3 g of 6-chloro-1,4-dihydro-2-(γ-hydroxypropylamino)-1-methyl-4-phenylquinazoline, 3.6 g of thionyl chloride and 50 ml of chloroform was stirred at room temperature overnight, and refluxed for an additional 2 hours. The reaction mixture was concentrated to dryness under reduced pressure to give 3.5 g of 6-chloro-1,4-dihydro-2-(γ-chloropropylamino)-1-methyl-4-phenylquinazoline as a residue. To the residue were added 100 ml of dry ethanol and 2.8 g of potassium carbonate and the res... Starting materials: C(C)(C)(C)OC(CN(CC1=NC(=CC(=C1)C1=C(C=C(C=C1)OCC(=O)OC(C)(C)C)OC)CN(CC1=CC(=CC(=N1)CN(CC(=O)OC(C)(C)C)CC(=O)OC(C)(C)C)C1=C(C=C(C=C1)OCC(=O)OC(C)(C)C)OC)CCC1=CC=C(C=C1)N)CC(=O)OC(C)(C)C)=O (tetra(tert-butyl)-2,2′,2″,2′″-{[2-(4-aminophenyl)ethylimino] bis-(methylene)bis{4-{2-methoxy-4-[(tert-butoxycarbonyl)-methoxy]phenyl}-pyridine-6,2-diyl}bis(methylenenitrilo)}tetra-kis(acetate)). Run in FC(C(=O)O)(F)F (trifluoroacetic acid). Yields the product NC1=CC=C(C=C1)CCN(CC1=CC(=CC(=N1)CN(CC(=O)O)CC(=O)O)C1=C(C=C(C=C1)OCC(=O)O)OC)CC1=CC(=CC(=N1)CN(CC(=O)O)CC(=O)O)C1=C(C=C(C=C1)OCC(=O)O)OC (2,2′,2″,2′″-{[2-(4-aminophenyl)ethylimino]bis(methylene)bis{4-[2-methoxy-4-(carboxymethoxy)phenyl]pyridine-6,2-diyl}bis(methylenenitrilo)}-tetrakis(acetic acid)). Reaction SMILES: C([O:5][C:6](=[O:94])[CH2:7][N:8]([CH2:86][C:87]([O:89]C(C)(C)C)=[O:88])[CH2:9][C:10]1[CH:15]=[C:14]([C:16]2[CH:21]=[CH:20][C:19]([O:22][CH2:23][C:24]([O:26]C(C)(C)C)=[O:25])=[CH:18][C:17]=2[O:31][CH3:32])[CH:13]=[C:12]([CH2:33][N:34]([CH2:77][CH2:78][C:79]2[CH:84]=[CH:83][C:82]([NH2:85])=[CH:81][CH:80]=2)[CH2:35][C:36]2[N:41]=[C:40]([CH2:42][N:43]([CH2:52][C:53]([O:55]C(C)(C)C)=[O:54])[CH2:44][C:45]([O:47]C(C)(C)C)=[O:46])[CH:39]=[C:38]([C:60]3[CH:65]=[CH:64][C:63]([O:66][CH2:67][C:68]([O:70]C(C)(C)C)=[O:69])=[CH:62][C:61]=3[O:75][CH3:76])[CH:37]=2)[N:11]=1)(C)(C)C>FC(F)(F)C(O)=O>[NH2:85][C:82]1[CH:81]=[CH:80][C:79]([CH2:78][CH2:77][N:34]([CH2:35][C:36]2[N:41]=[C:40]([CH2:42][N:43]([CH2:44][C:45]([OH:47])=[O:46])[CH2:52][C:53]([OH:55])=[O:54])[CH:39]=[C:38]([C:60]3[CH:65]=[CH:64][C:63]([O:66][CH2:67][C:68]([OH:70])=[O:69])=[CH:62][C:61]=3[O:75][CH3:76])[CH:37]=2)[CH2:33][C:12]2[N:11]=[C:10]([CH2:9][N:8]([CH2:7][C:6]([OH:94])=[O:5])[CH2:86][C:87]([OH:89])=[O:88])[CH:15]=[C:14]([C:16]3[CH:21]=[CH:20][C:19]([O:22][CH2:23][C:24]([OH:26])=[O:25])=[CH:18][C:17]=3[O:31][CH3:32])[CH:13]=2)=[CH:84][CH:83]=1. Procedure details: A solution of compound 4 (40.0 mg, 0.031 mmol) in trifluoroacetic acid (0.40 ml) was stirred at room temperature for 2 hours. After evaporation without heating, the mixture was triturated with diethyl ether (10 ml) and filtered. Filtration left a pure product. The yield was 53 mg. 1H NMR (d6-DMSO, 400 MHz): δ 7.87 (2H, m), 7.75 (2H, s), 7.38 (2H, m), 7.17 (2H, m), 6.99 (2H, m), 6.68 (2H, d), 6.61 (2H, m), 4.74 (4H, s), 4.54 (4H, s), 4.09 (4H, m), 3.80 (6H, s), 3.56 (8H, s), 3.09 (4H, m).